From a dataset of the Open Reaction Database (ORD), a public repository of structured organic reaction records. describe an organic reaction: reactants, conditions, products, and yield The reactants are hydrazone, CN(N=C\C=C\C1=CC=CC=C1)C (trans-cinnamaldehyde N,N-dimethylhydrazone), CC1=CC(NC=2C(C=CC(C12)=O)=O)=O (4-methyl-1H-quinoline-2,5,8-trione). Run in C(Cl)(Cl)Cl (chloroform). Conditions: time 12 hour. The product is diene, CC1=CC(NC=2C(C=3NC=CC(C3C(C12)=O)C1=CC=CC=C1)=O)=O (4-methyl-5-phenyl-5,8-dihydro-1H-1,8-diazaanthracene-2,9,10-trione), CN(C=1C(C=2C(=CC(NC2C(C1)=O)=O)C)=O)C (6-dimethylamino-4-methyl-1H-quinoline-2,5,8-trione). Yield: 35.0%. Reaction SMILES: [CH3:1][N:2]([CH3:13])[N:3]=[CH:4]/[CH:5]=[CH:6]/[C:7]1[CH:12]=[CH:11][CH:10]=[CH:9][CH:8]=1.[CH3:14][C:15]1[C:24]2[C:23](=[O:25])[CH:22]=[CH:21][C:20](=[O:26])[C:19]=2[NH:18][C:17](=[O:27])[CH:16]=1>C(Cl)(Cl)Cl>[CH3:14][C:15]1[C:24]2[C:23](=[O:25])[C:22]3[CH:6]([C:7]4[CH:8]=[CH:9][CH:10]=[CH:11][CH:12]=4)[CH:5]=[CH:4][NH:3][C:21]=3[C:20](=[O:26])[C:19]=2[NH:18][C:17](=[O:27])[CH:16]=1.[CH3:1][N:2]([CH3:13])[C:22]1[C:23](=[O:25])[C:24]2[C:15]([CH3:14])=[CH:16][C:17](=[O:27])[NH:18][C:19]=2[C:20](=[O:26])[CH:21]=1. Reported procedure: A solution of 233 mg (1.34 mmol) of trans-cinnamaldehyde N,N-dimethylhydrazone was added to a solution of 4-methyl-1H-quinoline-2,5,8-trione (127 mg, 0.67 mmol) in dry chloroform (120 ml). The reaction was stirred under nitrogen at room temperature for 3 days, with periodical additions of solvent (100 ml each 12 h). A further amount of 166 mg (0.61 mmol) of the hydrazone was added, and the reaction was refluxed for 24 h and evaporated to dryness, and the residue was purified by silica gel chroma... Reactants: CC1=NC2=C(N1)C=CC(=C2)CO (2-Methyl-5-hydroxymethyl-1H-benzimidazole). Reagents/catalysts: [O-2].[Mn+4].[O-2] (manganese(IV) oxide). Run in CN(C)C=O (DMF). Product: CC1=NC2=C(N1)C=CC(=C2)C=O (2-Methyl-1H-benzimidazole-5-carboxaldehyde). As a reaction SMILES: [CH3:1][C:2]1[NH:6][C:5]2[CH:7]=[CH:8][C:9]([CH2:11][OH:12])=[CH:10][C:4]=2[N:3]=1>CN(C=O)C.[O-2].[Mn+4].[O-2]>[CH3:1][C:2]1[NH:6][C:5]2[CH:7]=[CH:8][C:9]([CH:11]=[O:12])=[CH:10][C:4]=2[N:3]=1 |f:2.3.4|. Reported procedure: 24.4 g (0.15 mol) of 18c in 400 ml of DMF are stirred with 84.8 g (0.975 mol) of manganese(IV) oxide at room temperature for 3 days in analogy to Example 8b. Reactants: BrCC(=O)Br (bromoacetylbromide), NC1(C(C(=O)C2=CC=CC=C2)C=CC=C1)F (2-amino-2-fluorobenzophenone). The solvent is ClCCl (dichloromethane), ClCCl (dichloromethane), O (water). Reaction conditions: temperature -10 celsius. Product: BrCC(=O)NC1(C(C(=O)C2=CC=CC=C2)C=CC=C1)F (2-[(2-Bromoacetyl)amino]-2-fluorobenzophenone). RXN SMILES: [NH2:1][C:2]1([F:16])[CH:15]=[CH:14][CH:13]=[CH:12][CH:3]1[C:4]([C:6]1[CH:11]=[CH:10][CH:9]=[CH:8][CH:7]=1)=[O:5].[Br:17][CH2:18][C:19](Br)=[O:20]>ClCCl.O>[Br:17][CH2:18][C:19]([NH:1][C:2]1([F:16])[CH:15]=[CH:14][CH:13]=[CH:12][CH:3]1[C:4]([C:6]1[CH:7]=[CH:8][CH:9]=[CH:10][CH:11]=1)=[O:5])=[O:20]. Procedure details: To a cooled (-10° C.), stirred suspension of 2-amino-2-fluorobenzophenone (19.40 g, 0.090 mol) in dichloromethane (130 mL) and water (10 mL) was added a solution of bromoacetylbromide (9.0 mL, 0.104 mol) in dichloromethane (30 mL), keeping the temperature of the reaction mixture at -10° C. After addition the reaction mixture was stirred whilst warming to room temperature (21/2hours). The organic layer was collected, washed with water (2×100 mL) then concentrated to approximately 70 mL. Hexane (7... Reactants: Brc1ccc2c(C3CCOC3)n[nH]c2c1, O=C([O-])O, CCNC(=O)c1cc(F)c(C)c(B2OC(C)(C)C(C)(C)O2)c1, CC(C)O, [Na+], c1ccc(P(c2ccccc2)(c2ccccc2)[Pd](P(c2ccccc2)(c2ccccc2)c2ccccc2)(P(c2ccccc2)(c2ccccc2)c2ccccc2)P(c2ccccc2)(c2ccccc2)c2ccccc2)cc1. Product: CCNC(=O)c1cc(F)c(C)c(-c2ccc3c(C4CCOC4)n[nH]c3c2)c1. As a reaction SMILES: [Br:1][c:2]1[cH:3][cH:4][c:5]2[c:6]([CH:11]3[CH2:12][O:13][CH2:14][CH2:15]3)[n:7][nH:8][c:9]2[cH:10]1.[C:38](=[O:39])([O-:40])[OH:41].[CH2:16]([CH3:17])[NH:18][C:19]([c:20]1[cH:21][c:22]([F:36])[c:23]([CH3:35])[c:24]([B:26]2[O:27][C:28]([CH3:29])([CH3:30])[C:31]([CH3:32])([CH3:33])[O:34]2)[cH:25]1)=[O:37].[CH:43]([OH:44])([CH3:45])[CH3:46].[Na+:42].[cH:47]1[cH:48][cH:49][c:50]([P:51]([Pd:52]([P:53]([c:54]2[cH:55][cH:56][cH:57][cH:58][cH:59]2)([c:60]2[cH:61][cH:62][cH:63][cH:64][cH:65]2)[c:66]2[cH:67][cH:68][cH:69][cH:70][cH:71]2)([P:72]([c:73]2[cH:74][cH:75][cH:76][cH:77][cH:78]2)([c:79]2[cH:80][cH:81][cH:82][cH:83][cH:84]2)[c:85]2[cH:86][cH:87][cH:88][cH:89][cH:90]2)[P:91]([c:92]2[cH:93][cH:94][cH:95][cH:96][cH:97]2)([c:98]2[cH:99][cH:100][cH:101][cH:102][cH:103]2)[c:104]2[cH:105][cH:106][cH:107][cH:108][cH:109]2)([c:110]2[cH:111][cH:112][cH:113][cH:114][cH:115]2)[c:116]2[cH:117][cH:118][cH:119][cH:120][cH:121]2)[cH:122][cH:123]1>>[c:2]1(-[c:24]2[c:23]([CH3:35])[c:22]([F:36])[cH:21][c:20]([C:19]([NH:18][CH2:16][CH3:17])=[O:37])[cH:25]2)[cH:3][cH:4][c:5]2[c:6]([CH:11]3[CH2:12][O:13][CH2:14][CH2:15]3)[n:7][nH:8][c:9]2[cH:10]1.